Dataset: the Open Reaction Database (ORD), a public repository of structured organic reaction records. Task: describe an organic reaction: reactants, conditions, products, and yield Starting materials: [BH4-], C1CCOC1, CC(C)=O, CCOC(C)=O, CO, COc1c(C)c(C)c2c(c1C)C(=O)C1(CCC1)CN2c1ccc(Cl)cc1, [Na+]. Yields the product COc1c(C)c(C)c2c(c1C)C(O)C1(CCC1)CN2c1ccc(Cl)cc1. RXN SMILES: [BH4-:27].[CH2:39]1[O:40][CH2:41][CH2:42][CH2:43]1.[CH3:29][C:30](=[O:31])[CH3:32].[CH3:33][CH2:34][O:35][C:36]([CH3:37])=[O:38].[CH3:44][OH:45].[Cl:1][c:2]1[cH:3][cH:4][c:5]([N:8]2[CH2:9][C:10]3([CH2:11][CH2:12][CH2:13]3)[C:14](=[O:26])[c:15]3[c:16]([CH3:25])[c:17]([O:23][CH3:24])[c:18]([CH3:22])[c:19]([CH3:21])[c:20]32)[cH:6][cH:7]1.[Na+:28]>>[Cl:1][c:2]1[cH:3][cH:4][c:5]([N:8]2[CH2:9][C:10]3([CH2:11][CH2:12][CH2:13]3)[CH:14]([OH:26])[c:15]3[c:16]([CH3:25])[c:17]([O:23][CH3:24])[c:18]([CH3:22])[c:19]([CH3:21])[c:20]32)[cH:6][cH:7]1. Reactants: ClC1=C(C=C(C(=O)OC)C=C1)NN (Methyl 4-Chloro-3-hydrazinobenzoate), C(=O)(OCC)N=C(CCCC)OCC (Ethyl N-Carbethoxyvalerimidate), C(Cl)Cl (CH2Cl2). Solvent: CO (MeOH). Product: C(CCC)C=1NC(N(N1)C1=C(C=CC(=C1)C(=O)OC)Cl)=O (5-n-Butyl-2-[2-chloro-5-(methoxycarbonyl)phenyl]-2,4-dihydro-3H-1,2,4-triazol-3-one). The yield is 37.0%. Reaction SMILES: [Cl:1][C:2]1[CH:11]=[CH:10][C:5]([C:6]([O:8][CH3:9])=[O:7])=[CH:4][C:3]=1[NH:12][NH2:13].[C:14]([N:19]=[C:20](OCC)[CH2:21][CH2:22][CH2:23][CH3:24])(OCC)=[O:15].C(Cl)Cl>CO>[CH2:21]([C:20]1[NH:19][C:14](=[O:15])[N:12]([C:3]2[CH:4]=[C:5]([C:6]([O:8][CH3:9])=[O:7])[CH:10]=[CH:11][C:2]=2[Cl:1])[N:13]=1)[CH2:22][CH2:23][CH3:24]. Procedure details: By the procedure of Example 4, Step C, the title compound was prepared from methyl 4-chloro-3-hydrazinobenzoate (from Step B) and ethyl N-carbethoxyvalerimidate (from Example 4, Step B) in 37% yield as an orange gum (TLC in 95:5 CH2Cl2 --MeOH), mass spectrum (FAB) m/e 310 (M+1)+. Starting materials: OC1=NC=C(C=C1I)[N+](=O)[O-] (2-hydroxy-3-iodo-5-nitropyridine), Cl (hydrochloric acid), C([O-])([O-])=O.[Cs+].[Cs+] (Cesium carbonate), N1[C@H](C(=O)O)CCC1 (L-proline), N1N=NC=C1 (1H-1,2,3-triazole). Reagents/catalysts: [Cu](I)I (copper iodide). The solvent is C(C)(=O)OCC (ethyl acetate), O (Water), CS(=O)C (dimethyl sulfoxide). Conditions: temperature 100 celsius, time 3 hour. Product: [N+](=O)([O-])C=1C=C(C(=NC1)O)N1N=CC=N1 (5-nitro-3-(2H-1,2,3-triazol-2-yl)pyridin-2-ol). The yield is 78.8%. As a reaction SMILES: C(=O)([O-])[O-].[Cs+].[Cs+].N1CCC[C@H]1C(O)=O.[NH:15]1[CH:19]=[CH:18][N:17]=[N:16]1.[OH:20][C:21]1[C:26](I)=[CH:25][C:24]([N+:28]([O-:30])=[O:29])=[CH:23][N:22]=1.Cl>[Cu](I)I.C(OCC)(=O)C.O.CS(C)=O>[N+:28]([C:24]1[CH:25]=[C:26]([N:16]2[N:17]=[CH:18][CH:19]=[N:15]2)[C:21]([OH:20])=[N:22][CH:23]=1)([O-:30])=[O:29] |f:0.1.2|. Procedure: Cesium carbonate (550 mg), L-proline (65 mg), and 1H-1,2,3-triazole (92 mg) were added to a dimethyl sulfoxide (3 ml) solution containing 2-hydroxy-3-iodo-5-nitropyridine (300 mg), and copper iodide (106 mg) was further added in a nitrogen atmosphere, followed by stirring at 100° C. for 3 hours. The reaction solution was adjusted to room temperature. Water and ethyl acetate were added. The pH was adjusted to pH 7 with 1M hydrochloric acid. Insoluble matter was filtered, followed by extraction wi... Starting materials: CCO, O=C([O-])Cc1ccc(NCCC2CCCCC2)cc1, [Na+], O, CCOC(=O)C(C)OS(=O)(=O)c1ccc(C)cc1. The product is CCOC(=O)C(C)OC(=O)Cc1ccc(NCCC2CCCCC2)cc1. As a reaction SMILES: [CH3:21][CH2:22][OH:23].[CH:1]1([CH2:7][CH2:8][NH:9][c:10]2[cH:11][cH:12][c:13]([CH2:16][C:17](=[O:18])[O-:19])[cH:14][cH:15]2)[CH2:2][CH2:3][CH2:4][CH2:5][CH2:6]1.[Na+:20].[OH2:42].[S:24]([O:25][CH:35]([C:36](=[O:37])[O:38][CH2:39][CH3:40])[CH3:41])([c:26]1[cH:27][cH:28][c:29]([CH3:30])[cH:31][cH:32]1)(=[O:33])=[O:34]>>[CH:1]1([CH2:7][CH2:8][NH:9][c:10]2[cH:11][cH:12][c:13]([CH2:16][C:17](=[O:18])[O:19][CH:35]([C:36](=[O:37])[O:38][CH2:39][CH3:40])[CH3:41])[cH:14][cH:15]2)[CH2:2][CH2:3][CH2:4][CH2:5][CH2:6]1. Starting materials: C1CCOC1, CC(C)OC(=O)N=NC(=O)OC(C)C, CC(C)(C)OC(=O)C1COCC1O, c1ccc(P(c2ccccc2)c2ccccc2)cc1. Yields the product CC(C)(C)OC(=O)C1=CCOC1. Reaction SMILES: [CH2:47]1[O:48][CH2:49][CH2:50][CH2:51]1.[O:33]=[C:34]([O:35][CH:36]([CH3:37])[CH3:38])[N:39]=[N:40][C:41]([O:42][CH:43]([CH3:44])[CH3:45])=[O:46].[OH:1][CH:2]1[CH:3]([C:7](=[O:8])[O:9][C:10]([CH3:11])([CH3:12])[CH3:13])[CH2:4][O:5][CH2:6]1.[c:14]1([P:15]([c:16]2[cH:17][cH:18][cH:19][cH:20][cH:21]2)[c:22]2[cH:23][cH:24][cH:25][cH:26][cH:27]2)[cH:28][cH:29][cH:30][cH:31][cH:32]1>>[CH:2]1=[C:3]([C:7](=[O:8])[O:9][C:10]([CH3:11])([CH3:12])[CH3:13])[CH2:4][O:5][CH2:6]1. Procedure: As described for example 5d, 6-[(3-butyl-5-methyl-isoxazol-4-ylmethyl)-amino]-nicotinic acid methyl ester (90 mg, 0.3 mmol) was converted, instead of 6-(3-butyl-5-methyl-isoxazol-4-ylmethoxy)-nicotinic acid methyl ester, to the title compound (69 mg, 70%) which was obtained as a white foam after purification by chromatography (silica, 0 to 7% methanol in dichloromethane). MS: m/e=331.4 [M+H]+. The product is C(CCC)C1=NOC(=C1CNC1=NC=C(C(=O)NC(C)C)C=C1)C (6-[(3-Butyl-5-methyl-isoxazol-4-ylmethyl)-amino]-N-isopropyl-nicotinamide). RXN SMILES: CO[C:3](=[O:22])[C:4]1[CH:9]=[CH:8][C:7]([NH:10][CH2:11][C:12]2[C:13]([CH2:18][CH2:19][CH2:20][CH3:21])=[N:14][O:15][C:16]=2[CH3:17])=[N:6][CH:5]=1.COC(=O)C1C=CC(OC[C:34]2[C:35]([CH2:40]CCC)=[N:36]OC=2C)=NC=1>>[CH2:18]([C:13]1[C:12]([CH2:11][NH:10][C:7]2[CH:8]=[CH:9][C:4]([C:3]([NH:36][CH:35]([CH3:40])[CH3:34])=[O:22])=[CH:5][N:6]=2)=[C:16]([CH3:17])[O:15][N:14]=1)[CH2:19][CH2:20][CH3:21]. The reactants are COC(C1=CN=C(C=C1)NCC=1C(=NOC1C)CCCC)=O (6-[(3-butyl-5-methyl-isoxazol-4-ylmethyl)-amino]-nicotinic acid methyl ester), COC(C1=CN=C(C=C1)OCC=1C(=NOC1C)CCCC)=O (6-(3-butyl-5-methyl-isoxazol-4-ylmethoxy)-nicotinic acid methyl ester). Yield: 70.0%.